Dataset: the Open Reaction Database (ORD), a public repository of structured organic reaction records. Task: describe an organic reaction: reactants, conditions, products, and yield Starting materials: Fc1ccc(Br)cc1, O=C([O-])[O-], [Cu], [K+], [K+], O=Cc1cccc(O)c1, c1ccncc1. The product is O=Cc1cccc(Oc2ccc(F)cc2)c1. RXN SMILES: [Br:10][c:11]1[cH:12][cH:13][c:14]([F:17])[cH:15][cH:16]1.[C:18](=[O:19])([O-:20])[O-:21].[Cu:30].[K+:22].[K+:23].[OH:1][c:2]1[cH:3][c:4]([CH:5]=[O:6])[cH:7][cH:8][cH:9]1.[cH:24]1[cH:25][cH:26][n:27][cH:28][cH:29]1>>[O:1]([c:2]1[cH:3][c:4]([CH:5]=[O:6])[cH:7][cH:8][cH:9]1)[c:11]1[cH:12][cH:13][c:14]([F:17])[cH:15][cH:16]1. The reactants are OC1CC2CC[C@H]3[C@@H]4CC[C@H]([C@@H](CCCC(C)C)C)[C@]4(CC[C@@H]3[C@]2(CC1)C)C (3-hydroxy-cholestane). The reagents and catalysts are [Si]([O-])([O-])([O-])[O-].[Ag+].[Ag+].[Ag+].[Ag+] (silver silicate), [Si]([O-])([O-])([O-])[O-].[Ag+].[Ag+].[Ag+].[Ag+] (silver silicate). Solvent: C(C)(=O)OCC (ethyl acetate). Run at time 5 hour. Product: CC(C)CCC[C@@H](C)[C@H]1CC[C@H]2[C@@H]3CCC4CC(CC[C@]4(C)[C@H]3CC[C@]12C)=O (cholestane-3-one). As a reaction SMILES: [OH:1][CH:2]1[CH2:26][CH2:25][C@@:24]2([CH3:27])[CH:4]([CH2:5][CH2:6][C@@H:7]3[C@@H:23]2[CH2:22][CH2:21][C@@:20]2([CH3:28])[C@H:8]3[CH2:9][CH2:10][C@@H:11]2[C@H:12]([CH3:19])[CH2:13][CH2:14][CH2:15][CH:16]([CH3:18])[CH3:17])[CH2:3]1>[Si]([O-])([O-])([O-])[O-].[Ag+].[Ag+].[Ag+].[Ag+].C(OCC)(=O)C>[CH3:18][CH:16]([CH2:15][CH2:14][CH2:13][C@H:12]([C@@H:11]1[C@:20]2([CH3:28])[C@H:8]([C@H:7]3[C@H:23]([CH2:22][CH2:21]2)[C@:24]2([CH3:27])[CH:4]([CH2:3][C:2](=[O:1])[CH2:26][CH2:25]2)[CH2:5][CH2:6]3)[CH2:9][CH2:10]1)[CH3:19])[CH3:17] |f:1.2.3.4.5|. Procedure details: 388.6 Mg of 3-hydroxy-cholestane, 500 mg of silver silicate and 30 ml of ethyl acetate were added to the flask of Example II and the reaction mixture was refluxed for 10 hours. Another 50 mg of silver silicate were added thereto and reflux was continued for 5 hours. The mixture was then filtered and the filtrate was concentrated to dryness. The residue was dissolved in ether and the ether was distilled off under reduced pressure to obtain 383 mg of cholestane-3-one melting at 115°C, then 128°C.